Dataset: the Open Reaction Database (ORD), a public repository of structured organic reaction records. Task: describe an organic reaction: reactants, conditions, products, and yield Starting materials: COC1=C(CN2CC(CC2=O)C(=O)O)C=CC(=C1)OC (1-(2,4-dimethoxybenzyl)-5-oxopyrrolidine-3-carboxylic acid), C(C1=CC=CC=C1)[C@@H]1NC(OC1)=O ((S)-4-benzyl-2-oxazolidinone), CCN=C=NCCCN(C)C.Cl (WSC.HCl). Reagents/catalysts: CN(C1=CC=NC=C1)C (4-(dimethylamino)pyridine). The solvent is C(Cl)(Cl)Cl (chloroform). Reaction conditions: time 3 hour. The product is C(C1=CC=CC=C1)[C@@H]1N(C(OC1)=O)C(=O)[C@@H]1CN(C(C1)=O)CC1=C(C=C(C=C1)OC)OC ((S)-4-Benzyl-3-[(S)-1-(2,4-dimethoxybenzyl)-5-oxopyrrolidine-3-carbonyl]-2-oxazolidinone). The yield is 54.8%. RXN SMILES: [CH3:1][O:2][C:3]1[CH:18]=[C:17]([O:19][CH3:20])[CH:16]=[CH:15][C:4]=1[CH2:5][N:6]1[C:10](=[O:11])[CH2:9][CH:8]([C:12]([OH:14])=O)[CH2:7]1.[CH2:21]([C@H:28]1[CH2:32][O:31][C:30](=[O:33])[NH:29]1)[C:22]1[CH:27]=[CH:26][CH:25]=[CH:24][CH:23]=1.CCN=C=NCCCN(C)C.Cl>C(Cl)(Cl)Cl.CN(C)C1C=CN=CC=1>[CH2:21]([C@H:28]1[CH2:32][O:31][C:30](=[O:33])[N:29]1[C:12]([C@H:8]1[CH2:9][C:10](=[O:11])[N:6]([CH2:5][C:4]2[CH:15]=[CH:16][C:17]([O:19][CH3:20])=[CH:18][C:3]=2[O:2][CH3:1])[CH2:7]1)=[O:14])[C:22]1[CH:23]=[CH:24][CH:25]=[CH:26][CH:27]=1 |f:2.3|. Procedure: To a solution of 1-(2,4-dimethoxybenzyl)-5-oxopyrrolidine-3-carboxylic acid (20 g) prepared according to the same procedures as Preparation 5 in chloroform (200 ml) were sequentially added (S)-4-benzyl-2-oxazolidinone (15.2 g) and WSC.HCl (16.4 g), 4-(dimethylamino)pyridine (4.4 g) at room temperature, and the mixture was stirred for 3 hours. This reaction solution was washed with a 5 wt % aqueous solution of sodium hydrogen carbonate and a saturated aqueous solution of sodium chloride, dried ov... Procedure: In analogy to the procedure described for the synthesis of intermediate 1, step 2, the title compound was synthesized from 6-chloro-5-hydroxy-1H-indole-2-carboxylic acid ethyl ester (example 39, step 2). The title compound was obtained in 66% yield as light yellow foam. MS (m/e): 365.0 (MH+, 100%). Starting materials: FC1(CCN(CC1)C(=O)C=1NC2=CC=C(C=C2C1)OC1CCN(CC1)C(C)C)F ((4,4-Difluoro-piperidin-1-yl)-[5-(1-isopropyl-piperidin-4-yloxy)-1H-indol-2-yl]-methanone), C(C)OC(=O)C=1NC2=CC(=C(C=C2C1)O)Cl (6-Chloro-5-hydroxy-1H-indole-2-carboxylic acid ethyl ester). RXN SMILES: FC1(F)CCN(C(C2NC3C(C=2)=CC(O[CH:20]2[CH2:25][CH2:24][N:23]([CH:26]([CH3:28])[CH3:27])[CH2:22][CH2:21]2)=CC=3)=O)CC1.[CH2:30]([O:32][C:33]([C:35]1[NH:36][C:37]2[C:42]([CH:43]=1)=[CH:41][C:40]([OH:44])=[C:39]([Cl:45])[CH:38]=2)=[O:34])[CH3:31]>>[CH2:30]([O:32][C:33]([C:35]1[NH:36][C:37]2[C:42]([CH:43]=1)=[CH:41][C:40]([O:44][CH:20]1[CH2:25][CH2:24][N:23]([CH:26]([CH3:28])[CH3:27])[CH2:22][CH2:21]1)=[C:39]([Cl:45])[CH:38]=2)=[O:34])[CH3:31]. The product is C(C)OC(=O)C=1NC2=CC(=C(C=C2C1)OC1CCN(CC1)C(C)C)Cl (6-Chloro-5-(1-isopropyl-piperidin-4-yloxy)-1H-indole-2-carboxylic acid ethyl ester).